This data is from the Open Reaction Database (ORD), a public repository of structured organic reaction records. The task is: describe an organic reaction: reactants, conditions, products, and yield The reactants are CS(=O)(=O)NC(C(=O)O[C@H]1CN2CCC1CC2)C2=CC=CC=C2 ((R)-quinuclidin-3-yl 2-(methylsulfonamido)-2-phenylacetate), BrCC(=O)C1=CC=CC=C1 (2-bromo-1-phenylethanone). Run in CCOC(=O)C (EtOAc), C(C)#N (acetonitrile). Run at time 2 hour. Yields the product [Br-].CS(=O)(=O)NC(C(=O)O[C@H]1C[N+]2(CCC1CC2)CC(C2=CC=CC=C2)=O)C2=CC=CC=C2 ((3R)-3-(2-(methylsulfonamido)-2-phenylacetoxy)-1-(2-oxo-2-phenylethyl)-1-azoniabicyclo[2.2.2]octane bromide). The yield is 67.7%. RXN SMILES: [CH3:1][S:2]([NH:5][CH:6]([C:18]1[CH:23]=[CH:22][CH:21]=[CH:20][CH:19]=1)[C:7]([O:9][C@@H:10]1[CH:15]2[CH2:16][CH2:17][N:12]([CH2:13][CH2:14]2)[CH2:11]1)=[O:8])(=[O:4])=[O:3].[Br:24][CH2:25][C:26]([C:28]1[CH:33]=[CH:32][CH:31]=[CH:30][CH:29]=1)=[O:27]>CCOC(C)=O.C(#N)C>[Br-:24].[CH3:1][S:2]([NH:5][CH:6]([C:18]1[CH:19]=[CH:20][CH:21]=[CH:22][CH:23]=1)[C:7]([O:9][C@@H:10]1[CH:15]2[CH2:14][CH2:13][N+:12]([CH2:25][C:26](=[O:27])[C:28]3[CH:33]=[CH:32][CH:31]=[CH:30][CH:29]=3)([CH2:17][CH2:16]2)[CH2:11]1)=[O:8])(=[O:3])=[O:4] |f:4.5|. Procedure: To a solution of (R)-quinuclidin-3-yl 2-(methylsulfonamido)-2-phenylacetate (C76) (38.9 mg, 0.11 mmol) in EtOAc (1 ml) and acetonitrile (0.5 ml), was added 2-bromo-1-phenylethanone (25.2 mg, 0.13 mmol). The mixture was stirred at RT for 2 hours, and then the solvent was evaporated. The crude was triturated with Et2O to obtain (3R)-3-(2-(methylsulfonamido)-2-phenylacetoxy)-1-(2-oxo-2-phenylethyl)-1-azoniabicyclo[2.2.2]octane bromide (40 mg; 64.7% yield).